This data is from the Open Reaction Database (ORD), a public repository of structured organic reaction records. The task is: describe an organic reaction: reactants, conditions, products, and yield Reactants: [Cl-].[NH4+] (ammonium chloride), BrCC#N (2-Bromoacetonitrile), C(C)N(C(C)C)C(C)C (N-ethyl-N-isopropylpropan-2-amine), Cl (hydrochloric acid), C(OCC1=C(C=C(C(=C1)OC)OC)[N+](=O)[O-])(=O)Cl (4,5-Dimethoxy-2-nitrobenzyl carbonochloridate), N[C@H](C(=O)O)CSSC(C)(C)C ((R)-2-amino-3-(tert-butyldisulfanyl)propanoic acid), N[C@H](C(=O)O)CSSC(C)(C)C ((R)-2-amino-3-(tert-butyldisulfanyl)propanoic acid), C([O-])([O-])=O.[Na+].[Na+] (sodium carbonate). The solvent is CN(C)C=O (DMF), O1CCOCC1 (dioxane), O (water). Conditions: time 30 minute. The product is C(C)(C)(C)SSC[C@@H](C(=O)OCC#N)NC(=O)OCC1=C(C=C(C(=C1)OC)OC)[N+](=O)[O-] ((R)-cyanomethyl 3-(tert-butyldisulfanyl)-2-((((4,5-dimethoxy-2-nitro benzyl)oxy)carbonyl)amino)propanoate). Yield: 58.5%. RXN SMILES: [C:1](Cl)(=[O:17])[O:2][CH2:3][C:4]1[CH:9]=[C:8]([O:10][CH3:11])[C:7]([O:12][CH3:13])=[CH:6][C:5]=1[N+:14]([O-:16])=[O:15].[NH2:19][C@@H:20]([CH2:24][S:25][S:26][C:27]([CH3:30])([CH3:29])[CH3:28])[C:21]([OH:23])=[O:22].C(=O)([O-])[O-].[Na+].[Na+].Cl.Br[CH2:39][C:40]#[N:41].C(N(C(C)C)C(C)C)C.[Cl-].[NH4+]>O1CCOCC1.O.CN(C=O)C>[C:27]([S:26][S:25][CH2:24][C@H:20]([NH:19][C:1]([O:2][CH2:3][C:4]1[CH:9]=[C:8]([O:10][CH3:11])[C:7]([O:12][CH3:13])=[CH:6][C:5]=1[N+:14]([O-:16])=[O:15])=[O:17])[C:21]([O:23][CH2:39][C:40]#[N:41])=[O:22])([CH3:30])([CH3:29])[CH3:28] |f:2.3.4,8.9|. Reported procedure: 4,5-Dimethoxy-2-nitrobenzyl carbonochloridate (694 mg, 2.52 mmol) was added to a solution of (R)-2-amino-3-(tert-butyldisulfanyl)propanoic acid (Compound 2f-E, 500 mg, 2.29 mmol) and sodium carbonate (534 mg, 5.04 mmol) in dioxane (5 ml) and water (5 ml), and the mixture was stirred at room temperature for 30 minutes. The reaction solution was then adjusted to pH 2 by adding 1 N hydrochloric acid, and was extracted by adding ethyl acetate. The organic extract was dried over magnesium sulfate and... The reactants are O=C1Nc2cnc(Cl)nc2N(C2CCCC2)CC1(F)F, [H-], CI, [Na+], O. The product is CN1C(=O)C(F)(F)CN(C2CCCC2)c2nc(Cl)ncc21. As a reaction SMILES: [Cl:1][c:2]1[n:3][cH:4][c:5]2[c:6]([n:20]1)[N:7]([CH:15]1[CH2:16][CH2:17][CH2:18][CH2:19]1)[CH2:8][C:9]([F:13])([F:14])[C:10](=[O:12])[NH:11]2.[H-:22].[I:23][CH3:24].[Na+:21].[OH2:25]>>[Cl:1][c:2]1[n:3][cH:4][c:5]2[c:6]([n:20]1)[N:7]([CH:15]1[CH2:16][CH2:17][CH2:18][CH2:19]1)[CH2:8][C:9]([F:13])([F:14])[C:10](=[O:12])[N:11]2[CH3:24]. RXN SMILES: [CH3:17][Mg+:18].[CH3:1][C:2]([CH3:3])([CH3:4])[c:5]1[se:6][c:7]([C:12]([CH3:13])([CH3:14])[CH3:15])[cH:8][c:9](=[O:11])[cH:10]1.[CH3:40][CH2:41][OH:42].[Cl-:16].[Cl-:19].[F:30][B-:31]([F:32])([F:33])[F:34].[H+:29].[NH4+:20].[O:35]1[CH2:36][CH2:37][CH2:38][CH2:39]1.[OH:21][C:22]1([CH3:23])[CH:24]=[CH:25][Se:26][CH:27]=[CH:28]1>>[CH3:1][C:2]([CH3:3])([CH3:4])[c+:5]1[se:6][c:7]([C:12]([CH3:13])([CH3:14])[CH3:15])[cH:8][c:9]([CH3:22])[cH:10]1.[F:30][B-:31]([F:32])([F:33])[F:34]. Yields the product Cc1cc(C(C)(C)C)[se][c+](C(C)(C)C)c1, F[B-](F)(F)F. Starting materials: C[Mg+], CC(C)(C)c1cc(=O)cc(C(C)(C)C)[se]1, CCO, [Cl-], [Cl-], F[B-](F)(F)F, [H+], [NH4+], C1CCOC1, CC1(O)C=C[Se]C=C1. Yields the product CC(CC1=NC2=C(N1CC1=CC=C(C=C1)C=1C(=CC=CC1)C(=O)O)C=C(C(=C2)C)C)(C)C (4'-[(2-(2,2-Dimethylpropyl)-5,6-dimethyl-benzimidazol-1-yl)-methyl]biphenyl-2-carboxylic acid). The reactants are CC(CC1=NC2=C(N1CC1=CC=C(C=C1)C=1C(=CC=CC1)C(=O)OC(C)(C)C)C=C(C(=C2)C)C)(C)C (tert.butyl 4'-[(2-(2,2-dimethylpropyl)-5,6-dimethyl-benzimidazol-1-yl)-methyl]biphenyl-2-carboxylate), FC(C(=O)O)(F)F (trifluoroacetic acid). Run in C(Cl)Cl (methylene chloride). Procedure details: Prepared in analogous manner to Example 9 from tert.butyl 4'-[(2-(2,2-dimethylpropyl)-5,6-dimethyl-benzimidazol-1-yl)-methyl]biphenyl-2-carboxylate and trifluoroacetic acid in methylene chloride. As a reaction SMILES: [CH3:1][C:2]([CH3:36])([CH3:35])[CH2:3][C:4]1[N:8]([CH2:9][C:10]2[CH:15]=[CH:14][C:13]([C:16]3[C:17]([C:22]([O:24]C(C)(C)C)=[O:23])=[CH:18][CH:19]=[CH:20][CH:21]=3)=[CH:12][CH:11]=2)[C:7]2[CH:29]=[C:30]([CH3:34])[C:31]([CH3:33])=[CH:32][C:6]=2[N:5]=1.FC(F)(F)C(O)=O>C(Cl)Cl>[CH3:1][C:2]([CH3:36])([CH3:35])[CH2:3][C:4]1[N:8]([CH2:9][C:10]2[CH:15]=[CH:14][C:13]([C:16]3[C:17]([C:22]([OH:24])=[O:23])=[CH:18][CH:19]=[CH:20][CH:21]=3)=[CH:12][CH:11]=2)[C:7]2[CH:29]=[C:30]([CH3:34])[C:31]([CH3:33])=[CH:32][C:6]=2[N:5]=1. Starting materials: II (iodine), [OH-].[Na+] (sodium hydroxide), C(C)(C)(C)S(=O)(=O)C[C@H](C(=O)N[C@H](C(=O)N[C@H]([C@H]([C@@H](O)C1CC1)O)CC1CCCCC1)CC=1N=CNC1)CC1=CC=CC=C1 ((S)-α-[(S)-α-[(tert-butylsulphonyl)methyl]hydrocinnamamido]-N-[(1S,2R,3S)-1-(cyclohexylmethyl)-3-cyclopropyl-2,3-dihydroxypropyl]imidazole-4-propionamide), [OH-].[Na+] (sodium hydroxide). The solvent is CO (methanol), O (water). Conditions: time 5 minute. Product: C(C)(C)(C)S(=O)(=O)C[C@H](C(=O)N[C@H](C(=O)N[C@H]([C@H]([C@@H](O)C1CC1)O)CC1CCCCC1)CC=1N=CNC1I)CC1=CC=CC=C1 ((S)-α-[(S)-α-[(tert-butylsulphonyl)methyl]hydrocinnamamido]-N-[(1S,2R,3S)-1-(cyclohexylmethyl)-3-cyclopropyl-2,3-dihydroxypropyl]-5-iodoimidazole-4-propionamide). As a reaction SMILES: [I:1]I.[OH-].[Na+].[C:5]([S:9]([CH2:12][C@@H:13]([CH2:42][C:43]1[CH:48]=[CH:47][CH:46]=[CH:45][CH:44]=1)[C:14]([NH:16][C@@H:17]([CH2:36][C:37]1[N:38]=[CH:39][NH:40][CH:41]=1)[C:18]([NH:20][C@@H:21]([CH2:29][CH:30]1[CH2:35][CH2:34][CH2:33][CH2:32][CH2:31]1)[C@@H:22]([OH:28])[C@H:23]([CH:25]1[CH2:27][CH2:26]1)[OH:24])=[O:19])=[O:15])(=[O:11])=[O:10])([CH3:8])([CH3:7])[CH3:6]>CO.O>[C:5]([S:9]([CH2:12][C@@H:13]([CH2:42][C:43]1[CH:48]=[CH:47][CH:46]=[CH:45][CH:44]=1)[C:14]([NH:16][C@@H:17]([CH2:36][C:37]1[N:38]=[CH:39][NH:40][C:41]=1[I:1])[C:18]([NH:20][C@@H:21]([CH2:29][CH:30]1[CH2:35][CH2:34][CH2:33][CH2:32][CH2:31]1)[C@@H:22]([OH:28])[C@H:23]([CH:25]1[CH2:26][CH2:27]1)[OH:24])=[O:19])=[O:15])(=[O:11])=[O:10])([CH3:8])([CH3:6])[CH3:7] |f:1.2|. Procedure: 10.4 ml (2.08 mmol) of a 0.2N methanolic iodine solution and 2.4 ml (0.48 mmol) of 0.2N sodium hydroxide solution are simultaneously added dropwise at 0° while stirring to a mixture of 630 mg (1 mmol) of (S)-α-[(S)-α-[(tert-butylsulphonyl)methyl]hydrocinnamamido]-N-[(1S,2R,3S)-1-(cyclohexylmethyl)-3-cyclopropyl-2,3-dihydroxypropyl]imidazole-4-propionamide and 20 ml (4 mmol) of 0.2N sodium hydroxide solution in 20 ml of methanol. The colourless reaction mixture is stirred at 0° for 5 minutes and ... Starting materials: FC1=CC=C(C=C1)C1=NN2C(C=C(C=C2)OC)=C1C(=O)NC (2-(4-fluorophenyl)-5-methoxy-N-methylpyrazolo[1,5-a]pyridine-3-carboxamide), [B-]([S+](C)C)(Br)(Br)Br (boron tribromide-methylsulfide complex). Run in C1(=CC=CC=C1)C (toluene). Run at temperature 105 celsius, time 40 hour. Yields the product FC1=CC=C(C=C1)C1=NN2C(C=C(C=C2)O)=C1C(=O)NC (2-(4-fluorophenyl)-5-hydroxy-N-methylpyrazolo[1,5-a]pyridine-3-carboxamide). Reaction SMILES: [F:1][C:2]1[CH:7]=[CH:6][C:5]([C:8]2[C:18]([C:19]([NH:21][CH3:22])=[O:20])=[C:11]3[CH:12]=[C:13]([O:16]C)[CH:14]=[CH:15][N:10]3[N:9]=2)=[CH:4][CH:3]=1.[B-](Br)(Br)(Br)[S+](C)C>C1(C)C=CC=CC=1>[F:1][C:2]1[CH:3]=[CH:4][C:5]([C:8]2[C:18]([C:19]([NH:21][CH3:22])=[O:20])=[C:11]3[CH:12]=[C:13]([OH:16])[CH:14]=[CH:15][N:10]3[N:9]=2)=[CH:6][CH:7]=1. Procedure: To a suspension containing 2-(4-fluorophenyl)-5-methoxy-N-methylpyrazolo[1,5-a]pyridine-3-carboxamide (0.30 g, 1.0 mmol) and toluene (10 mL), was added boron tribromide-methylsulfide complex (1.3 g, 4.0 mmol) in one portion. The mixture was stirred in a closed vessel at 105° C. for 40 h under a nitrogen atmosphere, cooled to room temperature and extracted with aqueous sodium hydroxide (3×20 mL, 2.0 M). The combined aqueous extracts were neutralized with aqueous HCl (2.0 M, approx. 60 mL) and ext...